From a dataset of the Open Reaction Database (ORD), a public repository of structured organic reaction records. describe an organic reaction: reactants, conditions, products, and yield Starting materials: O=C([O-])[O-], CC(=O)c1cnc(NC(=O)C(C)(C)C)cn1, O=C([O-])O, CO, [K+], [K+], [Na+]. The product is CC(=O)c1cnc(N)cn1. RXN SMILES: [C:17](=[O:18])([O-:19])[O-:20].[C:1]([CH3:2])(=[O:3])[c:4]1[n:5][cH:6][c:7]([NH:10][C:11](=[O:12])[C:13]([CH3:14])([CH3:15])[CH3:16])[n:8][cH:9]1.[C:23](=[O:24])([OH:25])[O-:26].[CH3:28][OH:29].[K+:21].[K+:22].[Na+:27]>>[C:1]([CH3:2])(=[O:3])[c:4]1[n:5][cH:6][c:7]([NH2:10])[n:8][cH:9]1. Reactants: ClCC1=C(C2=C(N=C1CC)N(N=C2)CC)NC2CCOCC2 (5-(chloromethyl)-1,6-diethyl-N-(tetrahydro-2H-pyran-4-yl)-1H-pyrazolo[3,4-b]pyridin-4-amine), FC1=C(C=C(C=C1)CNC(=O)C1=CC(=CC=C1)CO)C1=CC(=CC=C1)CN1CCN(CC1)C(=O)OC(C)(C)C (1,1-dimethylethyl 4-({2′-fluoro-5′-[({[3-(hydroxymethyl)phenyl]carbonyl}-amino)methyl]-3-biphenylyl}methyl)-1-piperazinecarboxylate), ClCC1=C(C2=C(N=C1CC)N(N=C2)CC)NC2CCOCC2 (5-(chloro-methyl)-1,6-diethyl-N-(tetrahydro-2H-pyran-4-yl)-1H-pyrazolo[3,4-b]pyridine-4-amine). Solvent: CN(C)C=O (DMF). Conditions: time 15 hour. The product is C(C)N1N=CC=2C1=NC(=C(C2NC2CCOCC2)COCC=2C=C(C(=O)NCC=1C=C(C(=CC1)F)C1=CC(=CC=C1)CN1CCNCC1)C=CC2)CC (3-[({[1,6-Diethyl-4-(tetrahydro-2H-pyran-4-ylamino)-1H-pyrazolo[3,4-b]pyridin-5-yl]methyl}oxy)methyl]-N-{[6-fluoro-3′-(1-piperazinylmethyl)-3-biphenylyl]methyl}benzamide). Yield: 5.8%. Reaction SMILES: Cl[CH2:2][C:3]1[C:8]([CH2:9][CH3:10])=[N:7][C:6]2[N:11]([CH2:14][CH3:15])[N:12]=[CH:13][C:5]=2[C:4]=1[NH:16][CH:17]1[CH2:22][CH2:21][O:20][CH2:19][CH2:18]1.[F:23][C:24]1[CH:29]=[CH:28][C:27]([CH2:30][NH:31][C:32]([C:34]2[CH:39]=[CH:38][CH:37]=[C:36]([CH2:40][OH:41])[CH:35]=2)=[O:33])=[CH:26][C:25]=1[C:42]1[CH:47]=[CH:46][CH:45]=[C:44]([CH2:48][N:49]2[CH2:54][CH2:53][N:52](C(OC(C)(C)C)=O)[CH2:51][CH2:50]2)[CH:43]=1>CN(C=O)C>[CH2:14]([N:11]1[C:6]2=[N:7][C:8]([CH2:9][CH3:10])=[C:3]([CH2:2][O:41][CH2:40][C:36]3[CH:35]=[C:34]([CH:39]=[CH:38][CH:37]=3)[C:32]([NH:31][CH2:30][C:27]3[CH:26]=[C:25]([C:42]4[CH:47]=[CH:46][CH:45]=[C:44]([CH2:48][N:49]5[CH2:54][CH2:53][NH:52][CH2:51][CH2:50]5)[CH:43]=4)[C:24]([F:23])=[CH:29][CH:28]=3)=[O:33])[C:4]([NH:16][CH:17]3[CH2:22][CH2:21][O:20][CH2:19][CH2:18]3)=[C:5]2[CH:13]=[N:12]1)[CH3:15]. Procedure details: To a solution of 5-(chloromethyl)-1,6-diethyl-N-(tetrahydro-2H-pyran-4-yl)-1H-pyrazolo[3,4-b]pyridin-4-amine (73.9 mg, 0.229 mmol) in DMF (0.5 mL) was added 1,1-dimethylethyl 4-({2′-fluoro-5′-[({[3-(hydroxymethyl)phenyl]carbonyl}-amino)methyl]-3-biphenylyl}methyl)-1-piperazinecarboxylate (122 mg, 0.229 mmol). The mixture was stirred at room temperature for 15 h then more 5-(chloro-methyl)-1,6-diethyl-N-(tetrahydro-2H-pyran-4-yl)-1H-pyrazolo[3,4-b]pyridine-4-amine (73.9 mg, 0.229 mmol) was added.... The reactants are CCS(=O)(=O)N1CCC(c2c[nH]c3c(C(N)=O)cc(Br)cc23)CC1, OB(O)c1ccc(CNCC2CCCCC2)s1, [K+], [K+], O=C([O-])[O-], c1ccc(P(c2ccccc2)(c2ccccc2)[Pd](P(c2ccccc2)(c2ccccc2)c2ccccc2)(P(c2ccccc2)(c2ccccc2)c2ccccc2)P(c2ccccc2)(c2ccccc2)c2ccccc2)cc1. Product: CCS(=O)(=O)N1CCC(c2c[nH]c3c(C(N)=O)cc(-c4ccc(CNCC5CCCCC5)s4)cc23)CC1. Reaction SMILES: [Br:18][c:19]1[cH:20][c:21]2[c:22]([CH:31]3[CH2:32][CH2:33][N:34]([S:37](=[O:38])(=[O:39])[CH2:40][CH3:41])[CH2:35][CH2:36]3)[cH:23][nH:24][c:25]2[c:26]([C:28](=[O:29])[NH2:30])[cH:27]1.[CH:1]1([CH2:7][NH:8][CH2:9][c:10]2[cH:11][cH:12][c:13]([B:15]([OH:16])[OH:17])[s:14]2)[CH2:2][CH2:3][CH2:4][CH2:5][CH2:6]1.[K+:42].[K+:43].[O-:44][C:45]([O-:46])=[O:47].[cH:48]1[cH:49][cH:50][c:51]([P:52]([Pd:53]([P:54]([c:55]2[cH:56][cH:57][cH:58][cH:59][cH:60]2)([c:61]2[cH:62][cH:63][cH:64][cH:65][cH:66]2)[c:67]2[cH:68][cH:69][cH:70][cH:71][cH:72]2)([P:73]([c:74]2[cH:75][cH:76][cH:77][cH:78][cH:79]2)([c:80]2[cH:81][cH:82][cH:83][cH:84][cH:85]2)[c:86]2[cH:87][cH:88][cH:89][cH:90][cH:91]2)[P:92]([c:93]2[cH:94][cH:95][cH:96][cH:97][cH:98]2)([c:99]2[cH:100][cH:101][cH:102][cH:103][cH:104]2)[c:105]2[cH:106][cH:107][cH:108][cH:109][cH:110]2)([c:111]2[cH:112][cH:113][cH:114][cH:115][cH:116]2)[c:117]2[cH:118][cH:119][cH:120][cH:121][cH:122]2)[cH:123][cH:124]1>>[CH:1]1([CH2:7][NH:8][CH2:9][c:10]2[cH:11][cH:12][c:13](-[c:19]3[cH:20][c:21]4[c:22]([CH:31]5[CH2:32][CH2:33][N:34]([S:37](=[O:38])(=[O:39])[CH2:40][CH3:41])[CH2:35][CH2:36]5)[cH:23][nH:24][c:25]4[c:26]([C:28](=[O:29])[NH2:30])[cH:27]3)[s:14]2)[CH2:2][CH2:3][CH2:4][CH2:5][CH2:6]1. Starting materials: C(C)(C)(C)N1N=CC(=C1C1=CC=C(C=C1)F)C=1SC=C(N1)CC(=O)O (2-(2-(1-tert-butyl-5-(4-fluorophenyl)-1H-pyrazol-4-yl)thiazol-4-yl)acetic acid), CC(=O)NC1=CC=C(C=C1)N (4-aminoacetanilide). Product: C(C)(=O)NC1=CC=C(C=C1)NC(CC=1N=C(SC1)C=1C=NN(C1C1=CC=C(C=C1)F)C(C)(C)C)=O (N-[4-(acetylamino)phenyl]-2-{2-[1-tert-butyl-5-(4-fluorophenyl)-1H-pyrazol-4-yl]-1,3-thiazol-4-yl}acetamide). Reaction SMILES: [C:1]([N:5]1[C:9]([C:10]2[CH:15]=[CH:14][C:13]([F:16])=[CH:12][CH:11]=2)=[C:8]([C:17]2[S:18][CH:19]=[C:20]([CH2:22][C:23](O)=[O:24])[N:21]=2)[CH:7]=[N:6]1)([CH3:4])([CH3:3])[CH3:2].[CH3:26][C:27]([NH:29][C:30]1[CH:35]=[CH:34][C:33]([NH2:36])=[CH:32][CH:31]=1)=[O:28]>>[C:27]([NH:29][C:30]1[CH:35]=[CH:34][C:33]([NH:36][C:23](=[O:24])[CH2:22][C:20]2[N:21]=[C:17]([C:8]3[CH:7]=[N:6][N:5]([C:1]([CH3:3])([CH3:4])[CH3:2])[C:9]=3[C:10]3[CH:15]=[CH:14][C:13]([F:16])=[CH:12][CH:11]=3)[S:18][CH:19]=2)=[CH:32][CH:31]=1)(=[O:28])[CH3:26]. Procedure details: Using 2-(2-(1-tert-butyl-5-(4-fluorophenyl)-1H-pyrazol-4-yl)thiazol-4-yl)acetic acid and 4-aminoacetanilide and by reaction and purification in the same manner as in the method described in Example 1, step 7, the title compound was obtained. The reactants are CCCC(c1ccc(NC(=O)C(C)(C)C)nc1)C(C(=O)OCC)C(=O)OCC, CCO, ClCCl, [K+], [OH-], O. Product: CCCC(c1ccc(NC(=O)C(C)(C)C)nc1)C(C(=O)O)C(=O)OCC. Reaction SMILES: [CH2:1]([CH3:2])[O:3][C:4]([CH:5]([C:6](=[O:7])[O:8][CH2:9][CH3:10])[CH:11]([CH2:12][CH2:13][CH3:14])[c:15]1[cH:16][n:17][c:18]([NH:21][C:22]([C:23]([CH3:24])([CH3:25])[CH3:26])=[O:27])[cH:19][cH:20]1)=[O:28].[CH3:35][CH2:36][OH:37].[Cl:32][CH2:33][Cl:34].[K+:30].[OH-:29].[OH2:31]>>[CH2:1]([CH3:2])[O:3][C:4]([CH:5]([C:6](=[O:7])[OH:8])[CH:11]([CH2:12][CH2:13][CH3:14])[c:15]1[cH:16][n:17][c:18]([NH:21][C:22]([C:23]([CH3:24])([CH3:25])[CH3:26])=[O:27])[cH:19][cH:20]1)=[O:28].